Dataset: the Open Reaction Database (ORD), a public repository of structured organic reaction records. Task: describe an organic reaction: reactants, conditions, products, and yield The reactants are Cl.O1CCOCC1 (HCl dioxane), ester, COC1=C(C(=O)O)C=C(C=C1)[N+](=O)[O-] (2-methoxy-5-nitrobenzoic acid). Reagents/catalysts: [Zn] (zinc). Solvent: C(C)(=O)O (acetic acid). Run at temperature 30 celsius, time 1 hour. Yields the product ester, NC=1C=CC(=C(C(=O)O)C1)OC (5-amino-2-methoxybenzoic acid). Yield: 290.6%. Reaction SMILES: [CH3:1][O:2][C:3]1[CH:11]=[CH:10][C:9]([N+:12]([O-])=O)=[CH:8][C:4]=1[C:5]([OH:7])=[O:6].Cl.O1CCOCC1>C(O)(=O)C.[Zn]>[NH2:12][C:9]1[CH:10]=[CH:11][C:3]([O:2][CH3:1])=[C:4]([CH:8]=1)[C:5]([OH:7])=[O:6] |f:1.2|. Reported procedure: Cycloartenyl ester of 2-methoxy-5-nitrobenzoic acid (34.0 g, 0.056 mole) prepared according to the procedure of Example 170 was suspended in acetic acid (1.2 l) at 20° C., and thereto 6N-HCl-dioxane (19 ml, 2 equivalent) and zinc powder (68 g) were added. The mixture was stirred at 30° C. for 1 hour. Then, zinc powder was removed by filtration, and the filtrate was concentrated under reduced pressure and the residue was extracted with chloroform. The chloroform extracts were washed successively ... Run at temperature 25 celsius, time 1.5 hour. Starting materials: C(C(=O)Cl)(=O)Cl (oxalyl chloride), C[Si](ON)(C)C (O-trimethylsilylhydroxylamine), COC1=CC=C(C=C1)SC(CC(=O)O)CC1=CC=CC=C1 (3-(4-methoxyphenylsulfanyl)-4-phenylbutyric acid), CN(C)C=O (DMF), solution. Procedure details: To a solution of 1 g (3.31 mmol) of 3-(4-methoxyphenylsulfanyl)-4-phenylbutyric acid in 30 mL of CH2Cl2 at 25° C. under argon is added 0.2 mL of DMF followed by 4.1 mL (8.27 mmol) of 2 M solution of oxalyl chloride in CH2Cl2. After stirring at 25° C. for 1.5 hours, 2.1 mL (16.53 mmol) of O-trimethylsilylhydroxylamine is added and this is then stirred at 25° C. for 18 hours. The reaction is partitioned between CH2Cl2 and 1 N HCl. The organic layer is dried over anhydrous Na2SO4 and concentrated i... Product: ONC(CC(CC1=CC=CC=C1)SC1=CC=C(C=C1)OC)=O (N-hydroxy-3-(4-methoxyphenylsulfanyl)-4-phenylbutyramide). As a reaction SMILES: [CH3:1][O:2][C:3]1[CH:8]=[CH:7][C:6]([S:9][CH:10]([CH2:15][C:16]2[CH:21]=[CH:20][CH:19]=[CH:18][CH:17]=2)[CH2:11][C:12](O)=[O:13])=[CH:5][CH:4]=1.CN(C=O)C.C(Cl)(=O)C(Cl)=O.C[Si](C)(C)[O:35][NH2:36]>C(Cl)Cl>[OH:35][NH:36][C:12](=[O:13])[CH2:11][CH:10]([S:9][C:6]1[CH:7]=[CH:8][C:3]([O:2][CH3:1])=[CH:4][CH:5]=1)[CH2:15][C:16]1[CH:21]=[CH:20][CH:19]=[CH:18][CH:17]=1. Isolated yield 81.9%. Solvent: C(Cl)Cl (CH2Cl2), C(Cl)Cl (CH2Cl2). The reactants are CC(=O)Nc1ccc(O)cc1, Cc1cc2c(C(F)(F)F)c(C#N)ccc2n1C(C)CO. The product is CC(=O)Nc1ccc(OCC(C)n2c(C)cc3c(C(F)(F)F)c(C#N)ccc32)cc1. As a reaction SMILES: [CH3:21][C:22](=[O:23])[NH:24][c:25]1[cH:26][cH:27][c:28]([OH:29])[cH:30][cH:31]1.[OH:1][CH2:2][CH:3]([CH3:4])[n:5]1[c:6]([CH3:20])[cH:7][c:8]2[c:9]([C:16]([F:17])([F:18])[F:19])[c:10]([C:14]#[N:15])[cH:11][cH:12][c:13]12>>[O:1]([CH2:2][CH:3]([CH3:4])[n:5]1[c:6]([CH3:20])[cH:7][c:8]2[c:9]([C:16]([F:17])([F:18])[F:19])[c:10]([C:14]#[N:15])[cH:11][cH:12][c:13]12)[c:28]1[cH:27][cH:26][c:25]([NH:24][C:22]([CH3:21])=[O:23])[cH:31][cH:30]1. As a reaction SMILES: C(Cl)(=O)C(Cl)=O.[C:7](O)(=[O:10])[CH2:8][CH3:9].[CH3:12][O:13][C:14]([C:16]1[CH:17]=[C:18]([CH3:35])[C:19]2[O:25][C:24]3[C:26]([Cl:31])=[CH:27][C:28]([NH2:30])=[CH:29][C:23]=3[CH2:22][S:21](=[O:33])(=[O:32])[C:20]=2[CH:34]=1)=[O:15]>ClCCl.CN(C=O)C>[CH3:12][O:13][C:14]([C:16]1[CH:17]=[C:18]([CH3:35])[C:19]2[O:25][C:24]3[C:26]([Cl:31])=[CH:27][C:28]([NH:30][C:7](=[O:10])[CH2:8][CH3:9])=[CH:29][C:23]=3[CH2:22][S:21](=[O:33])(=[O:32])[C:20]=2[CH:34]=1)=[O:15]. Run at time 18 hour. The product is COC(=O)C=1C=C(C2=C(S(CC3=C(O2)C(=CC(=C3)NC(CC)=O)Cl)(=O)=O)C1)C (4-Chloro-6-methyl-10,10-dioxo-2-propionylamino-10,11-dihydro-5-oxa-10lambda*6*-thia-dibenzo[a,d]cycloheptene-8-carboxylic acid methyl ester). Run in ClCCl (dichloromethane), CN(C)C=O (DMF). The reactants are C(C(=O)Cl)(=O)Cl (oxalyl chloride), C(CC)(=O)O (propionic acid), COC(=O)C=1C=C(C2=C(S(CC3=C(O2)C(=CC(=C3)N)Cl)(=O)=O)C1)C (2-Amino-4-chloro-6-methyl-10,10-dioxo-10,11-dihydro-5-oxa-10lambda*6*-thia-dibenzo[a,d]cycloheptene-8-carboxylic acid methyl ester). Reported procedure: A solution of oxalyl chloride (0.17 mL, 2.03 mmol) and propionic acid (0.15 mL, 2.03 mmol) in dichloromethane (20 mL) was stirred for 1 h. Compound of Example 1 (0.5 g, 1.35 mmol) in DMF (5 mL) was added to the reaction mixture at 25° C. and stirred for 18 h. The solvent was removed under vacuum, water (25 mL) was added and the solid precipitated was filtered. The crude product was purified by column chromatography (silica gel, 1% methanol in chloroform) to obtain the title compound. Yield: 0.28... RXN SMILES: [CH3:37][C:38](=[O:39])[O:40][C:41](=[O:42])[CH3:43].[ClH:1].[c:2]1([C:8]([CH2:9][CH2:10][N:11]2[CH2:12][CH2:13][C:14]([CH2:17][OH:18])([c:19]3[cH:20][cH:21][cH:22][cH:23][cH:24]3)[CH2:15][CH2:16]2)([c:25]2[cH:26][cH:27][cH:28][cH:29][cH:30]2)[c:31]2[cH:32][cH:33][cH:34][cH:35][cH:36]2)[cH:3][cH:4][cH:5][cH:6][cH:7]1.[cH:44]1[cH:45][cH:46][n:47][cH:48][cH:49]1>>[ClH:1].[c:2]1([C:8]([CH2:9][CH2:10][N:11]2[CH2:12][CH2:13][C:14]([CH2:17][O:18][C:38]([CH3:37])=[O:39])([c:19]3[cH:20][cH:21][cH:22][cH:23][cH:24]3)[CH2:15][CH2:16]2)([c:25]2[cH:26][cH:27][cH:28][cH:29][cH:30]2)[c:31]2[cH:32][cH:33][cH:34][cH:35][cH:36]2)[cH:3][cH:4][cH:5][cH:6][cH:7]1. Starting materials: CC(=O)OC(C)=O, Cl, OCC1(c2ccccc2)CCN(CCC(c2ccccc2)(c2ccccc2)c2ccccc2)CC1, c1ccncc1. Product: Cl, CC(=O)OCC1(c2ccccc2)CCN(CCC(c2ccccc2)(c2ccccc2)c2ccccc2)CC1. The reactants are CC1(NC(=O)OC(C)(C)C)CCN(c2ccnc(Cl)n2)CC1, ClCCl, COc1ccccc1, [Na+], [OH-], O=C(O)C(F)(F)F. Yields the product CC1(N)CCN(c2ccnc(Cl)n2)CC1. RXN SMILES: [C:1]([O:2][C:3](=[O:4])[NH:8][C:9]1([CH3:22])[CH2:10][CH2:11][N:12]([c:15]2[n:16][c:17]([Cl:21])[n:18][cH:19][cH:20]2)[CH2:13][CH2:14]1)([CH3:5])([CH3:6])[CH3:7].[CH2:40]([Cl:41])[Cl:42].[CH3:23][O:24][c:25]1[cH:26][cH:27][cH:28][cH:29][cH:30]1.[Na+:39].[OH-:38].[OH:31][C:32]([C:33]([F:34])([F:35])[F:36])=[O:37]>>[NH2:8][C:9]1([CH3:22])[CH2:10][CH2:11][N:12]([c:15]2[n:16][c:17]([Cl:21])[n:18][cH:19][cH:20]2)[CH2:13][CH2:14]1. Reactants: C(C)O (ethyl alcohol), NC1=C(C=CC(=C1)N)C (2,4-diamino-toluene), C(C)OC(N)=O (carbamic acid ethyl ester), C1(CCCCC1)O (cyclohexanol). Reagents/catalysts: [Cl-].[Tl+] (thallium chloride). Reaction conditions: temperature 200 celsius. The product is C1(CCCCC1)OC(=O)NC1=C(C=CC(=C1)NC(=O)OC1CCCCC1)C (2,4-bis-(cyclohexoxy carbonylamino)-toluene). As a reaction SMILES: [NH2:1][C:2]1[CH:7]=[C:6]([NH2:8])[CH:5]=[CH:4][C:3]=1[CH3:9].[CH2:10]([O:12][C:13](=[O:15])N)[CH3:11].[CH:16]1([OH:22])[CH2:21][CH2:20][CH2:19][CH2:18][CH2:17]1.[CH2:23]([OH:25])C>[Cl-].[Tl+]>[CH:10]1([O:12][C:13]([NH:1][C:2]2[CH:7]=[C:6]([NH:8][C:23]([O:22][CH:16]3[CH2:21][CH2:20][CH2:19][CH2:18][CH2:17]3)=[O:25])[CH:5]=[CH:4][C:3]=2[CH3:9])=[O:15])[CH2:4][CH2:3][CH2:2][CH2:7][CH2:11]1 |f:4.5|. Procedure details: ##STR3## (0.125 mol), 61 g of 2,4-diamino-toluene (0.5 mol), 100 g carbamic acid ethyl ester (1.125 mols), 200 g cyclohexanol (2 mols) and 3 g thallium chloride were heated to 140° C. The ethyl alcohol formed was distilled off and the reaction temperature was raised to 200° C. and maintained at that temperature for 7 hours. Any cyclohexanol remaining in the mixture was distilled off under a water jet vacuum and the residue was subsequently mixed with a little acetic ester. The reaction mixture c... Starting materials: CC(Br)CCBr, CN(C)C=O, [H-], [Na+], O, Oc1cccnc1. Yields the product CC(Br)CCOc1cccnc1. RXN SMILES: [Br:10][CH2:11][CH2:12][CH:13]([CH3:14])[Br:15].[CH3:17][N:18]([CH3:19])[CH:20]=[O:21].[H-:8].[Na+:9].[OH2:16].[OH:1][c:2]1[cH:3][n:4][cH:5][cH:6][cH:7]1>>[O:1]([c:2]1[cH:3][n:4][cH:5][cH:6][cH:7]1)[CH2:11][CH2:12][CH:13]([CH3:14])[Br:15]. Starting materials: C(C)(=O)C1=CC=C2N1CCN(C21CCN(CC1)C(=O)OC(C)(C)C)C (tert-butyl 6-acetyl-2-methyl-Spiro[3,4-dihydropyrrolo[1,2-a]pyrazine-1,4′-piperidine]-1′-carboxylate), Cl (hydrogen chloride), O1CCOCC1 (dioxane). The solvent is C(Cl)Cl (methylene chloride). Reaction conditions: time 0.5 hour. Yields the product Cl.Cl.CN1CCN2C(=CC=C2C(C)=O)C12CCNCC2 (1-(2-methylspiro[3,4-dihydropyrrolo[1,2-a]pyrazine-1,4′-piperidine]-6-yl)ethanone dihydrochloride). RXN SMILES: [C:1]([C:4]1[N:8]2[CH2:9][CH2:10][N:11]([CH3:25])[C:12]3([CH2:17][CH2:16][N:15](C(OC(C)(C)C)=O)[CH2:14][CH2:13]3)[C:7]2=[CH:6][CH:5]=1)(=[O:3])[CH3:2].[ClH:26].O1CCOCC1>C(Cl)Cl>[ClH:26].[ClH:26].[CH3:25][N:11]1[C:12]2([CH2:17][CH2:16][NH:15][CH2:14][CH2:13]2)[C:7]2=[CH:6][CH:5]=[C:4]([C:1](=[O:3])[CH3:2])[N:8]2[CH2:9][CH2:10]1 |f:4.5.6|. Procedure details: To tert-butyl 6-acetyl-2-methyl-Spiro[3,4-dihydropyrrolo[1,2-a]pyrazine-1,4′-piperidine]-1′-carboxylate (300 mg, 0.86 mmol) and methylene chloride (1.7 mL) was added hydrogen chloride in dioxane (1.60 mL of 4 M, 6.40 mmol) The reaction was stirred at room temperature for 0.5 hours. The solvent was evaporated under reduced pressure to yield 1-(2-methylspiro[3,4-dihydropyrrolo[1,2-a]pyrazine-1,4′-piperidine]-6-yl)ethanone dihydrochloride as a light green solid in quantitative yield. ESI-MS m/z cal...